Dataset: the Open Reaction Database (ORD), a public repository of structured organic reaction records. Task: describe an organic reaction: reactants, conditions, products, and yield Reactants: [Se]=O (Selenium oxide), C(C)(=O)C=1SC(=CC1)Cl (2-acetyl-5-chlorothiophene). Run in O (water), O1CCOCC1 (dioxane). Yields the product ClC=1SC(=CC1)C(C=O)=O (2-chloro-5-glyoxyloylthiophene). As a reaction SMILES: [Se]=[O:2].[C:3]([C:6]1[S:7][C:8]([Cl:11])=[CH:9][CH:10]=1)(=[O:5])[CH3:4]>O1CCOCC1.O>[Cl:11][C:8]1[S:7][C:6]([C:3](=[O:5])[CH:4]=[O:2])=[CH:10][CH:9]=1. Reported procedure: Selenium oxide (6.88%) is heated to dissolve in 100 ml aqueous dioxane (95:5 dioxane: H2O). The 2-acetyl-5-chlorothiophene (5.00 g) is added to the mixture. The resulting mixture is refluxed overnight, then cooled. The precipitated selenium metal is filtered after solvent removal a brown thick oil results which solidifies on standing. The solid is heated to dissolve in 400 ml hot water, filtered and allowed to cool to room temperature. The precipitate is collected by filtration, washed with fres... The reactants are ONCCCP(O)(O)=O (3-(N-hydroxyamino)propylphosphonic acid), C(C)(=O)OC(C)=O (acetic anhydride). The solvent is C(=O)O (formic acid), C(=O)O (Formic acid). Reaction conditions: time 10 minute. Yields the product C(=O)N(O)CCCP(O)(O)=O (3-(N-formyl-N-hydroxyamino)propylphosphonic acid), monoammonium. RXN SMILES: C(O[C:5](=[O:7])C)(=O)C.[OH:8][NH:9][CH2:10][CH2:11][CH2:12][P:13](=[O:16])([OH:15])[OH:14]>C(O)=O>[CH:5]([N:9]([CH2:10][CH2:11][CH2:12][P:13](=[O:14])([OH:16])[OH:15])[OH:8])=[O:7]. Procedure details: Formic acid (20 ml.) was added dropwise to acetic anhydride (40 ml.) at 0°-5° C. in the course of 15 minutes with stirring. After stirring was continued at the same temperature for 10 minutes and then at 45°-50° C. for 15 minutes, the mixture was cooled down to 0°-5° C. To this cooled mixture was added dropwise a solution of 3-(N-hydroxyamino)propylphosphonic acid (32.8 g.) in formic acid (60 ml.) at the same temperature in the course of 20 minutes, stirred for additional 45 minutes at ambient t... The reactants are C(C)(=O)OCCN(CC)C1=CC=C(C=O)C=C1 (4-(N-2-acetoxyethyl-N-ethylamino)benzaldehyde), [Br-].O1C(OCC1)C[P+](CCCC)(CCCC)CCCC (1,3-dioxolan-2-ylmethyltributylphosphonium bromide), [Cl-].[Na+] (sodium chloride), CC(C)([O-])C.[K+] (Potassium t-butoxide). Run in O (water), CN(C=O)C (dimethylformamide), CN(C=O)C (dimethylformamide), Cl (HCl). Reaction conditions: temperature 90 celsius, time 16 hour. Yields the product OCCN(CC)C1=CC=C(C=CC=O)C=C1 (4-(N-2-hydroxyethyl-N-ethylamino)cinnamaldehyde). Reaction SMILES: C([O:4][CH2:5][CH2:6][N:7]([C:10]1[CH:17]=[CH:16][C:13]([CH:14]=O)=[CH:12][CH:11]=1)[CH2:8][CH3:9])(=O)C.[Br-].[O:19]1CCO[CH:20]1[CH2:24][P+](CCCC)(CCCC)CCCC.CC(C)([O-])C.[K+].[Cl-].[Na+]>CN(C)C=O.Cl.O>[OH:4][CH2:5][CH2:6][N:7]([C:10]1[CH:11]=[CH:12][C:13]([CH:14]=[CH:24][CH:20]=[O:19])=[CH:16][CH:17]=1)[CH2:8][CH3:9] |f:1.2,3.4,5.6|. Procedure: To a solution of 235.3 g (1 mole) of 4-(N-2-acetoxyethyl-N-ethylamino)benzaldehyde in dimethylformamide is added 738.7 g (2.0 moles) of 1,3-dioxolan-2-ylmethyltributylphosphonium bromide in dimethylformamide, and the mixture is heated at 90° C. Potassium t-butoxide (224.4 g, 2.0 moles) is added, and heating is continued at 90° C. for 16 hours. After cooling to room temperature, the solution is poured into a seven-fold excess of water, the aqueous mixture is saturated with sodium chloride, The co... Starting materials: CC(C)(C)OC(=O)NC(Cc1ccccc1)CC(O)C(Cc1ccccc1)N(Cc1ccccc1)Cc1ccccc1, CC(=O)O, CO, O=C[O-], [NH4+]. The product is CC(C)(C)OC(=O)NC(Cc1ccccc1)CC(O)C(N)Cc1ccccc1. RXN SMILES: [CH2:1]([N:8]([CH2:2][c:3]1[cH:4][cH:5][cH:6][cH:7][cH:9]1)[CH:16]([CH2:17][c:18]1[cH:19][cH:20][cH:21][cH:22][cH:23]1)[CH:24]([CH2:25][CH:26]([CH2:27][c:28]1[cH:29][cH:30][cH:31][cH:32][cH:33]1)[NH:34][C:35](=[O:36])[O:37][C:38]([CH3:39])([CH3:40])[CH3:41])[OH:42])[c:10]1[cH:11][cH:12][cH:13][cH:14][cH:15]1.[CH3:47][C:48](=[O:49])[OH:50].[CH3:51][OH:52].[CH:43]([O-:44])=[O:45].[NH4+:46]>>[NH2:8][CH:16]([CH2:17][c:18]1[cH:19][cH:20][cH:21][cH:22][cH:23]1)[CH:24]([CH2:25][CH:26]([CH2:27][c:28]1[cH:29][cH:30][cH:31][cH:32][cH:33]1)[NH:34][C:35](=[O:36])[O:37][C:38]([CH3:39])([CH3:40])[CH3:41])[OH:42]. Reactants: ClC=1N=C(C2=C(N1)C=C(S2)C=2C=C(C=NC2)C(=O)O)N2CCOCC2 (5-(2-Chloro-4-morpholinothieno[3,2-d]pyrimidin-6-yl)pyridine-3-carboxylic acid), CN1CCNCC1 (1-methylpiperizine). Product: CN1CCN(CC1)C=O ((4-methylpiperazin-1-yl)methanone). RXN SMILES: ClC1N=C(N2CCOCC2)C2SC(C3C=C([C:17](O)=[O:18])C=NC=3)=CC=2N=1.[CH3:26][N:27]1[CH2:32][CH2:31][NH:30][CH2:29][CH2:28]1>>[CH3:26][N:27]1[CH2:32][CH2:31][N:30]([CH:17]=[O:18])[CH2:29][CH2:28]1. Procedure: 5-(2-Chloro-4-morpholinothieno[3,2-d]pyrimidin-6-yl)pyridine-3-carboxylic acid (40 mg) was reacted with 1-methylpiperizine via General Procedure B to yield 5-(2-chloro-4-morpholinothieno[3,2-d]-pyrimidin-6-yl)pyridine-3-yl)(4-methylpiperazin-1-yl)methanone. Crude 5-(2-chloro-4-morpholinothieno[3,2-d]pyrimidin-6-yl)pyridine-3-yl)(4-methylpiperazin-1-yl)methanone (48 mg) was coupled to 4-(4,4,5,5-tetramethyl-1,3,2-dioxaborolan-2-yl)-1H-indazole 7 via General Procedure A to yield 14.6 mg of 348. MS... Reactants: COC(=O)c1ccc(OCCCON=Cc2ccc(-c3ccccc3)cc2)cc1NC(=O)c1ccc(OC(F)(F)F)cc1, CO, ClC(Cl)Cl, [Li+], C1CCOC1, [OH-]. Product: O=C(Nc1cc(OCCCON=Cc2ccc(-c3ccccc3)cc2)ccc1C(=O)O)c1ccc(OC(F)(F)F)cc1. Reaction SMILES: [CH3:1][O:2][C:3]([c:4]1[c:5]([NH:29][C:30]([c:31]2[cH:32][cH:33][c:34]([O:37][C:38]([F:39])([F:40])[F:41])[cH:35][cH:36]2)=[O:42])[cH:6][c:7]([O:10][CH2:11][CH2:12][CH2:13][O:14][N:15]=[CH:16][c:17]2[cH:18][cH:19][c:20](-[c:23]3[cH:24][cH:25][cH:26][cH:27][cH:28]3)[cH:21][cH:22]2)[cH:8][cH:9]1)=[O:43].[CH3:44][OH:45].[CH:53]([Cl:54])([Cl:55])[Cl:56].[Li+:51].[O:46]1[CH2:47][CH2:48][CH2:49][CH2:50]1.[OH-:52]>>[O:2]=[C:3]([c:4]1[c:5]([NH:29][C:30]([c:31]2[cH:32][cH:33][c:34]([O:37][C:38]([F:39])([F:40])[F:41])[cH:35][cH:36]2)=[O:42])[cH:6][c:7]([O:10][CH2:11][CH2:12][CH2:13][O:14][N:15]=[CH:16][c:17]2[cH:18][cH:19][c:20](-[c:23]3[cH:24][cH:25][cH:26][cH:27][cH:28]3)[cH:21][cH:22]2)[cH:8][cH:9]1)[OH:43]. The reactants are C(C)(=O)NC1=C(C(=O)OC)C=CC=C1OC(C)=O (methyl 2-acetamido-3-acetoxybenzoate), C([O-])([O-])=O.[K+].[K+] (potassium carbonate). Run in CO (methanol). Run at time 20 minute. Product: C(C)(=O)NC1=C(C(=O)OC)C=CC=C1O (methyl 2-acetamido-3-hydroxybenzoate). Yield: 84.5%. Reaction SMILES: [C:1]([NH:4][C:5]1[C:14]([O:15]C(=O)C)=[CH:13][CH:12]=[CH:11][C:6]=1[C:7]([O:9][CH3:10])=[O:8])(=[O:3])[CH3:2].C(=O)([O-])[O-].[K+].[K+]>CO>[C:1]([NH:4][C:5]1[C:14]([OH:15])=[CH:13][CH:12]=[CH:11][C:6]=1[C:7]([O:9][CH3:10])=[O:8])(=[O:3])[CH3:2] |f:1.2.3|. Procedure: To a solution of methyl 2-acetamido-3-acetoxybenzoate (1.72 g) in methanol (9 ml) was added powdered potassium carbonate (1.4 g), and the mixture was stirred for 20 minutes. The resulting solid was removed by filtration and washed with methanol. The filtrate was evaporated in vacuo, and the residue was acidified with 1N hydrochloric acid and extracted with ethyl acetate. The organic phase was washed with brine, dried over sodium sulfate and evaporated in vacuo. The residue was triturated with a ...